This data is from the Open Reaction Database (ORD), a public repository of structured organic reaction records. The task is: describe an organic reaction: reactants, conditions, products, and yield The reactants are CCO, CN, Cc1ccccc1, Fc1ccccc1Cn1nnc2c(Cl)ncnc21. Product: CNc1ncnc2c1nnn2Cc1ccccc1F. Reaction SMILES: [CH3:19][CH2:20][OH:21].[CH3:22][NH2:23].[CH3:24][c:25]1[cH:26][cH:27][cH:28][cH:29][cH:30]1.[Cl:1][c:2]1[c:3]2[c:4]([n:5][cH:6][n:7]1)[n:8]([CH2:11][c:12]1[c:13]([F:18])[cH:14][cH:15][cH:16][cH:17]1)[n:9][n:10]2>>[c:2]1([NH:23][CH3:22])[c:3]2[c:4]([n:5][cH:6][n:7]1)[n:8]([CH2:11][c:12]1[c:13]([F:18])[cH:14][cH:15][cH:16][cH:17]1)[n:9][n:10]2. Run at temperature 155 celsius. Yields the product CN(C=1SC=C(N1)Br)C (2-dimethylamino-4-bromothiazole). Isolated yield 89.0%. The reactants are CN(C=1SC=C(N1)[Sn](C)(C)C)C (2-Dimethylamino-4-trimethylstannylthiazole), BrC=1SC=C(N1)Br (2,4-Dibromothiazole), O (water). Reported procedure: Synthesis of 2-Dimethylamino-4-trimethylstannylthiazole 386 as illustrated in FIG. 53. 2,4-Dibromothiazole (358; 1.0 equiv) was dissolved in DMF (0.1 M) and heated at 150-160° C. for 8 h, upon which completion of the reaction was indicated by TLC. The mixture was poured into water and extracted with ether (2×). Drying (MgSO4) and evaporation of the solvents gave 2-dimethylamino-4-bromothiazole 385, which was isolated after flash column chromatography (silica gel, 5% EtOAc in hexanes) in 89% yiel... Reaction SMILES: [CH3:1][N:2]([CH3:12])[C:3]1[S:4][CH:5]=[C:6]([Sn](C)(C)C)[N:7]=1.[Br:13]C1SC=C(Br)N=1.O>CN(C=O)C>[CH3:1][N:2]([CH3:12])[C:3]1[S:4][CH:5]=[C:6]([Br:13])[N:7]=1. The solvent is CN(C)C=O (DMF). The reactants are OC1=C(C=CC=C1)C=CC(=O)C1=CC=CC=C1 (2-hydroxychalcone), S1C(=NC2=C1C=CC=C2)NN (benzothiazol-2-yl-hydrazine). The product is S1C(=NC2=C1C=CC=C2)N2N=C(CC2C2=CC=CC=C2)C2=C(C=CC=C2)O (2-(1-Benzothiazol-2-yl-5-phenyl-4,5-dihydro-1H-pyrazol-3-yl)-phenol). RXN SMILES: [OH:1][C:2]1[CH:7]=[CH:6][CH:5]=[CH:4][C:3]=1[CH:8]=[CH:9][C:10]([C:12]1[CH:17]=[CH:16][CH:15]=[CH:14][CH:13]=1)=O.[S:18]1[C:22]2[CH:23]=[CH:24][CH:25]=[CH:26][C:21]=2[N:20]=[C:19]1[NH:27][NH2:28]>>[S:18]1[C:22]2[CH:23]=[CH:24][CH:25]=[CH:26][C:21]=2[N:20]=[C:19]1[N:27]1[CH:10]([C:12]2[CH:17]=[CH:16][CH:15]=[CH:14][CH:13]=2)[CH2:9][C:8]([C:3]2[CH:4]=[CH:5][CH:6]=[CH:7][C:2]=2[OH:1])=[N:28]1. Procedure: Example 4 is prepared using 2-hydroxychalcone and benzothiazol-2-yl-hydrazine following the procedure described for Example 1. Starting materials: ClC=1C=C(C=O)C=C(C1OCC#C)OCC#C (3-Chloro-4,5-dipropargyloxybenzaldehyde), [BH4-].[Na+] (sodium borohydride), resultant mixture, Cl (hydrochloric acid). Yield: 105.3%. Reported procedure: 3-Chloro-4,5-dipropargyloxybenzaldehyde (14.7 g) was added to a solution of sodium borohydride (3.6 g) in ethanol (150 ml) at a temperature below 30° C. After stirring at room temperature for 2 hours, the resultant mixture was poured into dilute hydrochloric acid under cooling and extracted with ethyl acetate. The extract was washed with water, dried over magnesium sulfate and concentrated under reduced pressure to give 3-chloro-4,5-dipropargyloxybenzyl alcohol (15.60 g)/. nD17.0 1.5713. As a reaction SMILES: [Cl:1][C:2]1[CH:3]=[C:4]([CH:7]=[C:8]([O:14][CH2:15][C:16]#[CH:17])[C:9]=1[O:10][CH2:11][C:12]#[CH:13])[CH:5]=[O:6].[BH4-].[Na+].Cl>C(O)C>[Cl:1][C:2]1[CH:3]=[C:4]([CH:7]=[C:8]([O:14][CH2:15][C:16]#[CH:17])[C:9]=1[O:10][CH2:11][C:12]#[CH:13])[CH2:5][OH:6] |f:1.2|. Product: ClC=1C=C(CO)C=C(C1OCC#C)OCC#C (3-chloro-4,5-dipropargyloxybenzyl alcohol). Conditions: time 2 hour. The solvent is C(C)O (ethanol). Reactants: C(C)(C)(C)OC(=O)N1[C@@H](C[C@H](C1)O)C(=O)O ((2S,4R)-1-(tert-butoxycarbonyl)-4-hydroxy-2-pyrrolidinecarboxylic acid), S(O)(O)(=O)=O (sulphuric acid), [O-2].[O-2].[O-2].[Cr+6] (chromium trioxide), [Cr](=O)(=O)(O)O (chromic acid), [Cr](=O)(=O)(O)O (chromic acid). The solvent is CC(=O)C (acetone), O (water), O (water). Conditions: temperature 25 celsius. Product: [Cr](=O)(=O)(O)O (chromic acid), C(C)(C)(C)OC(=O)N1[C@@H](CC(C1)=O)C(=O)O ((2S)-1-(tert-butoxycarbonyl)-4-oxo-2-pyrrolidinecarboxylic acid). The yield is 76.0%. Reaction SMILES: [C:1]([O:5][C:6]([N:8]1[CH2:12][C@H:11]([OH:13])[CH2:10][C@H:9]1[C:14]([OH:16])=[O:15])=[O:7])([CH3:4])([CH3:3])[CH3:2].[O-2].[O-2].[O-2].[Cr+6].S(=O)(=O)(O)O.[Cr:26]([OH:30])([OH:29])(=[O:28])=[O:27]>CC(C)=O.O>[Cr:26]([OH:30])([OH:29])(=[O:28])=[O:27].[C:1]([O:5][C:6]([N:8]1[CH2:12][C:11](=[O:13])[CH2:10][C@H:9]1[C:14]([OH:16])=[O:15])=[O:7])([CH3:4])([CH3:2])[CH3:3] |f:1.2.3.4|. Procedure: Commercial (2S,4R)-1-(tert-butoxycarbonyl)-4-hydroxy-2-pyrrolidinecarboxylic acid (30 g, 0.13 mol) was dissolved in acetone (1500 ml). A mechanical stirrer was placed in the flask and the solution stirred vigorously. A freshly made solution of 8N chromic acid was prepared by dissolving chromium trioxide (66.7 g, 0.667 mol) in water (40 ml), adding concentrated sulphuric acid (53.3 ml) and adding enough water to bring the solution volume to 115 ml. The 8N chromic acid solution (115 ml) was then a... Starting materials: Cl (HCl), BrC=1C=C2C(=CC1)OCC1(CC1)C21N=C(OC1)N(C(=O)OC(C)(C)C)C(=O)OC(C)(C)C (di-tert-butyl (6′-bromodispiro[cyclopropane-1,3′-chromene-4′,4″-[1,3]oxazol]-2″-yl)imidodicarbonate), F[B-](F)(F)F.C(C)(C)(C)[PH+](C(C)(C)C)C(C)(C)C (tri-tert-butylphosphonium tetrafluoroborate), C[Si](C)(C)[N-][Si](C)(C)C.[Li+] (lithium bis(trimethylsilyl)amide). The reagents and catalysts are C=1C=CC(=CC1)/C=C/C(=O)/C=C/C2=CC=CC=C2.C=1C=CC(=CC1)/C=C/C(=O)/C=C/C2=CC=CC=C2.[Pd] (bis(dibenzylideneacetone)palladium). Solvent: CO (MeOH). Run at temperature 100 celsius, time 1 hour. Product: NC=1C=C2C(=CC1)OCC1(CC1)C21N=C(OC1)NC(OC(C)(C)C)=O (tert-butyl (6′-aminodispiro[cyclopropane-1,3′-chromene-4′,4″-[1,3]oxazol]-2″-yl)carbamate). Isolated yield 75.9%. Reaction SMILES: Br[C:2]1[CH:3]=[C:4]2[C:13]3([CH2:17][O:16][C:15]([N:18](C(OC(C)(C)C)=O)[C:19]([O:21][C:22]([CH3:25])([CH3:24])[CH3:23])=[O:20])=[N:14]3)[C:10]3([CH2:12][CH2:11]3)[CH2:9][O:8][C:5]2=[CH:6][CH:7]=1.F[B-](F)(F)F.C([PH+](C(C)(C)C)C(C)(C)C)(C)(C)C.C[Si]([N-:55][Si](C)(C)C)(C)C.[Li+].Cl>C1C=CC(/C=C/C(/C=C/C2C=CC=CC=2)=O)=CC=1.C1C=CC(/C=C/C(/C=C/C2C=CC=CC=2)=O)=CC=1.[Pd].CO>[NH2:55][C:2]1[CH:3]=[C:4]2[C:13]3([CH2:17][O:16][C:15]([NH:18][C:19](=[O:20])[O:21][C:22]([CH3:25])([CH3:23])[CH3:24])=[N:14]3)[C:10]3([CH2:12][CH2:11]3)[CH2:9][O:8][C:5]2=[CH:6][CH:7]=1 |f:1.2,3.4,6.7.8|. Procedure details: To a mixture of di-tert-butyl (6′-bromodispiro[cyclopropane-1,3′-chromene-4′,4″-[1,3]oxazol]-2″-yl)imidodicarbonate (200 mg, 0.393 mmol), bis(dibenzylideneacetone)palladium (0) (22.6 mg, 0.039 mmol), and tri-tert-butylphosphonium tetrafluoroborate (11.6 mg, 0.039 mmol) was added lithium bis(trimethylsilyl)amide (1 M in toluene, 1.96 mL, 1.96 mmol) at ambient temperature. After stirring for 1 hour at 100° C., the mixture was cooled down to ambient temperature. To the mixture were added 1M aqueous...